Dataset: the Open Reaction Database (ORD), a public repository of structured organic reaction records. Task: describe an organic reaction: reactants, conditions, products, and yield The reactants are [BH4-], CN(C)C=O, CO, COc1cc(-c2csc3c(-c4ccc(C=O)o4)cnc(N)c23)ccc1NC(=O)c1cc2ccccc2n1C, [Na+]. The product is COc1cc(-c2csc3c(-c4ccc(CO)o4)cnc(N)c23)ccc1NC(=O)c1cc2ccccc2n1C. RXN SMILES: [BH4-:39].[CH3:41][N:42]([CH3:43])[CH:44]=[O:45].[CH3:46][OH:47].[NH2:1][c:2]1[n:3][cH:4][c:5](-[c:32]2[o:33][c:34]([CH:37]=[O:38])[cH:35][cH:36]2)[c:6]2[c:7]1[c:8](-[c:11]1[cH:12][c:13]([O:30][CH3:31])[c:14]([NH:17][C:18](=[O:19])[c:20]3[n:21]([CH3:29])[c:22]4[cH:23][cH:24][cH:25][cH:26][c:27]4[cH:28]3)[cH:15][cH:16]1)[cH:9][s:10]2.[Na+:40]>>[NH2:1][c:2]1[n:3][cH:4][c:5](-[c:32]2[o:33][c:34]([CH2:37][OH:38])[cH:35][cH:36]2)[c:6]2[c:7]1[c:8](-[c:11]1[cH:12][c:13]([O:30][CH3:31])[c:14]([NH:17][C:18](=[O:19])[c:20]3[n:21]([CH3:29])[c:22]4[cH:23][cH:24][cH:25][cH:26][c:27]4[cH:28]3)[cH:15][cH:16]1)[cH:9][s:10]2. Reactants: C1(=CC=CC=C1)C (toluene), C1(=CC=CC=C1)C1N(CCC2=CC=CC=C12)C(=O)OCC (ethyl 1-phenyl-1,2,3,4-tetrahydroisoquinoline-2-carboxylate), N12CC(C(CC1)CC2)O (3-quinuclidinol), [H-].[Na+] (sodium hydride). Run in [Cl-].[Na+].O (brine). Reaction conditions: temperature 140 celsius, time 2 day. Product: C1(=CC=CC=C1)C1N(CCC2=CC=CC=C12)C(=O)OC1CN2CCC1CC2 (3-quinuclidinyl 1-phenyl-1,2,3,4-tetrahydro-2-isoquinolinecarboxylate). Isolated yield 12.2%. Reaction SMILES: C1(C)C=CC=CC=1.[C:8]1([CH:14]2[C:23]3[C:18](=[CH:19][CH:20]=[CH:21][CH:22]=3)[CH2:17][CH2:16][N:15]2[C:24]([O:26][CH2:27][CH3:28])=[O:25])[CH:13]=[CH:12][CH:11]=[CH:10][CH:9]=1.[N:29]12CC[CH:32]([CH2:33][CH2:34]1)[CH:31](O)[CH2:30]2.[H-].[Na+]>[Cl-].[Na+].O>[C:8]1([CH:14]2[C:23]3[C:18](=[CH:19][CH:20]=[CH:21][CH:22]=3)[CH2:17][CH2:16][N:15]2[C:24]([O:26][CH:27]2[CH:32]3[CH2:33][CH2:34][N:29]([CH2:30][CH2:31]3)[CH2:28]2)=[O:25])[CH:9]=[CH:10][CH:11]=[CH:12][CH:13]=1 |f:3.4,5.6.7|. Reported procedure: To a 30 ml toluene solution containing 0.70 g of ethyl 1-phenyl-1,2,3,4-tetrahydroisoquinoline-2-carboxylate and 0.41 g of 3-quinuclidinol, 0.03 g of sodium hydride (60%) was added. The resulting mixture was stirred at 140° C. for 2 days while removing the ethanol formed. The reaction mixture was cooled to room temperature, brine was added, and the mixture was extracted with ethyl acetate. The organic layer was dried over anhydrous sodium sulfate and the solvent was removed under reduced pressur... Starting materials: N1CCNCC1 (piperazine), ClCC1=CC=C(C(=O)NC2=CC(=C(C=C2)C)NC2=NC=CC(=N2)C=2C=NC=CC2)C=C1 (4-chloromethyl-N-[4-methyl-3-(4-pyridin-3-yl-pyrimidin-2-ylamino)-phenyl]-benzamide). Solvent: C(C)O (ethanol), O (water). Product: CC1=C(C=C(C=C1)NC(C1=CC=C(C=C1)CN1CCNCC1)=O)NC1=NC=CC(=N1)C=1C=NC=CC1 (N-[4-methyl-3-(4-pyridin-3-yl-pyrimidin-2-ylamino)-phenyl]-4-piperazin-1-ylmethyl-benzamide). As a reaction SMILES: [NH:1]1[CH2:6][CH2:5][NH:4][CH2:3][CH2:2]1.Cl[CH2:8][C:9]1[CH:37]=[CH:36][C:12]([C:13]([NH:15][C:16]2[CH:21]=[CH:20][C:19]([CH3:22])=[C:18]([NH:23][C:24]3[N:29]=[C:28]([C:30]4[CH:31]=[N:32][CH:33]=[CH:34][CH:35]=4)[CH:27]=[CH:26][N:25]=3)[CH:17]=2)=[O:14])=[CH:11][CH:10]=1>C(O)C.O>[CH3:22][C:19]1[CH:20]=[CH:21][C:16]([NH:15][C:13](=[O:14])[C:12]2[CH:11]=[CH:10][C:9]([CH2:8][N:1]3[CH2:6][CH2:5][NH:4][CH2:3][CH2:2]3)=[CH:37][CH:36]=2)=[CH:17][C:18]=1[NH:23][C:24]1[N:29]=[C:28]([C:30]2[CH:31]=[N:32][CH:33]=[CH:34][CH:35]=2)[CH:27]=[CH:26][N:25]=1. Reported procedure: 25.8 g (300 mmol) of piperazine are suspended in a mixture of 25 ml of ethanol and 25 ml of water. After almost a clear solution has formed, 12.9 g (30 mmol) of 4-chloromethyl-N-[4-methyl-3-(4-pyridin-3-yl-pyrimidin-2-ylamino)-phenyl]-benzamide are added step by step. The yellow solution is boiled under reflux for 14 hours, cooled to room temperature and filtered over Celite. 100 ml of water is added to the solution, the ethanol is evaporated under vacuum and 30 ml of 1N NaOH is added, leading t... The reactants are Cl.C(C)NO (ethyl hydroxylamine hydrochloride), CC(C)([O-])C.[K+] (potassium t-butoxide), CS(=O)(=O)OCCC1=CC2=C(OCC3=C(C2)C=CC=C3)C=C1 (2-(6,11-Dihydrodibenz[b,e]oxepin-2-yl)ethanol methanesulfonate). The solvent is C(C)O (ethanol), C(C)O (ethanol). Yields the product C1=C(C=CC=2OCC3=C(CC21)C=CC=C3)C(CNCC)O (2-(6,11-dihydrodibenz[b,e]oxepin-2-yl)-N-ethyl-N-hydroxyethylamine). Isolated yield 14.1%. As a reaction SMILES: CS(O[CH2:6][CH2:7][C:8]1[CH:22]=[CH:21][C:11]2[O:12][CH2:13][C:14]3[CH:20]=[CH:19][CH:18]=[CH:17][C:15]=3[CH2:16][C:10]=2[CH:9]=1)(=O)=O.Cl.[CH2:24]([NH:26]O)[CH3:25].CC(C)([O-:31])C.[K+]>C(O)C>[CH:9]1[C:10]2[CH2:16][C:15]3[CH:17]=[CH:18][CH:19]=[CH:20][C:14]=3[CH2:13][O:12][C:11]=2[CH:21]=[CH:22][C:8]=1[CH:7]([OH:31])[CH2:6][NH:26][CH2:24][CH3:25] |f:1.2,3.4|. Procedure: 2-(6,11-Dihydrodibenz[b,e]oxepin-2-yl)ethanol methanesulfonate (13.5 g) was taken up in 20 ml of absolute ethanol and added to a solution containing ethyl hydroxylamine hydrochloride (11.03 g) and potassium t-butoxide (12.7 g) in 600 ml of absolute ethanol. The mixture was stirred at reflux under a nitrogen blanket for 18 hours then evaporated. The residue was taken up in chloroform and washed with brine, dried, and evaporated. Purification of the residual oil (HPLC, 9:1 DCM-methanol) gave an oi...